From a dataset of the Open Reaction Database (ORD), a public repository of structured organic reaction records. describe an organic reaction: reactants, conditions, products, and yield The reactants are CO, N#C[Na], O=Cc1csc2ccccc12. Yields the product COC(=O)c1csc2ccccc12. As a reaction SMILES: [CH3:15][OH:16].[Na:12][C:13]#[N:14].[s:1]1[cH:2][c:3]([CH:10]=[O:11])[c:4]2[c:5]1[cH:6][cH:7][cH:8][cH:9]2>>[s:1]1[cH:2][c:3]([C:10](=[O:11])[O:16][CH3:15])[c:4]2[c:5]1[cH:6][cH:7][cH:8][cH:9]2. Reactants: BrC=1C(=CC2=C(C(=C(O2)C=2OC(=NN2)C)C(=O)NC)C1)N(S(=O)(=O)C)C (5-bromo-N-methyl-2-(5-methyl-1,3,4-oxadiazol-2-yl)-6-(N-methylmethylsulfonamido)benzofuran-3-carboxamide), FC=1C=2C=C3N(C2C=CC1)COC1=C3N=C(C=C1)[Sn](C)(C)C (11-fluoro-2-(trimethylstannyl)-6H-pyrido[2′,3′:5,6][1,3]oxazino[3,4-a]indole), [Li+].[Cl-] (LiCl), chloro[(tricyclohexylphosphine)-2-(2′-aminobiphenyl)]palladium(II). Solvent: CC(C)O (IPA). Reaction conditions: temperature 100 celsius, time 8 hour. Product: FC=1C=2C=C3N(C2C=CC1)COC1=C3N=C(C=C1)C=1C(=CC3=C(C(=C(O3)C=3OC(=NN3)C)C(=O)NC)C1)N(S(=O)(=O)C)C (5-(11-fluoro-6H-pyrido[2′,3′:5,6][1,3]oxazino[3,4-a]indol-2-yl)-N-methyl-2-(5-methyl-1,3,4-oxadiazol-2-yl)-6-(N-methylmethylsulfonamido)benzofuran-3-carboxamide). Isolated yield 20.7%. Reaction SMILES: Br[C:2]1[C:3]([N:21]([CH3:26])[S:22]([CH3:25])(=[O:24])=[O:23])=[CH:4][C:5]2[O:9][C:8]([C:10]3[O:11][C:12]([CH3:15])=[N:13][N:14]=3)=[C:7]([C:16]([NH:18][CH3:19])=[O:17])[C:6]=2[CH:20]=1.[F:27][C:28]1[C:29]2[CH:30]=[C:31]3[C:40]4[N:41]=[C:42]([Sn](C)(C)C)[CH:43]=[CH:44][C:39]=4[O:38][CH2:37][N:32]3[C:33]=2[CH:34]=[CH:35][CH:36]=1.[Li+].[Cl-]>CC(O)C>[F:27][C:28]1[C:29]2[CH:30]=[C:31]3[C:40]4[N:41]=[C:42]([C:2]5[C:3]([N:21]([CH3:26])[S:22]([CH3:25])(=[O:24])=[O:23])=[CH:4][C:5]6[O:9][C:8]([C:10]7[O:11][C:12]([CH3:15])=[N:13][N:14]=7)=[C:7]([C:16]([NH:18][CH3:19])=[O:17])[C:6]=6[CH:20]=5)[CH:43]=[CH:44][C:39]=4[O:38][CH2:37][N:32]3[C:33]=2[CH:34]=[CH:35][CH:36]=1 |f:2.3|. Procedure: To a mixture of compound 5-bromo-N-methyl-2-(5-methyl-1,3,4-oxadiazol-2-yl)-6-(N-methylmethylsulfonamido)benzofuran-3-carboxamide (70 mg, 0.16 mmol), 11-fluoro-2-(trimethylstannyl)-6H-pyrido[2′,3′:5,6][1,3]oxazino[3,4-a]indole (95 mg, 0.24 mmol) and LiCl (20 mg, 0.47 mmol) in IPA (2 mL), chloro[(tricyclohexylphosphine)-2-(2′-aminobiphenyl)]palladium(II) (50 mg) was added under N2 protection. After stirring at 100° C. overnight, the reaction mixture was concentrated in vacuo. The residue was puri... Starting materials: OC1CNC1 (3-hydroxy-azetidine), C1(CC1)C1=CC=C(C(=N1)C(=O)NC1=C(C(=O)O)C=CN=C1)NC=1C=NC=NC1 (3-{[6-cyclopropyl-3-(pyrimidin-5-ylamino)-pyridine-2-carbonyl]-amino}-isonicotinic acid). Yields the product OC1CN(C1)C(=O)C1=C(C=NC=C1)NC(=O)C1=NC(=CC=C1NC=1C=NC=NC1)C1CC1 (6-Cyclopropyl-3-(pyrimidin-5-ylamino)-pyridine-2-carboxylic acid [4-(3-hydroxy-azetidine-1-carbonyl)-pyridin-3-yl]-amide). Yield: 8.0%. As a reaction SMILES: [OH:1][CH:2]1[CH2:5][NH:4][CH2:3]1.[CH:6]1([C:9]2[N:14]=[C:13]([C:15]([NH:17][C:18]3[CH:26]=[N:25][CH:24]=[CH:23][C:19]=3[C:20](O)=[O:21])=[O:16])[C:12]([NH:27][C:28]3[CH:29]=[N:30][CH:31]=[N:32][CH:33]=3)=[CH:11][CH:10]=2)[CH2:8][CH2:7]1>>[OH:1][CH:2]1[CH2:5][N:4]([C:20]([C:19]2[CH:23]=[CH:24][N:25]=[CH:26][C:18]=2[NH:17][C:15]([C:13]2[C:12]([NH:27][C:28]3[CH:29]=[N:30][CH:31]=[N:32][CH:33]=3)=[CH:11][CH:10]=[C:9]([CH:6]3[CH2:8][CH2:7]3)[N:14]=2)=[O:16])=[O:21])[CH2:3]1. Reported procedure: According to the general method described in step 3 of example 53, reaction of 3-hydroxy-azetidine with 3-{[6-cyclopropyl-3-(pyrimidin-5-ylamino)-pyridine-2-carbonyl]-amino}-isonicotinic acid provided the title compound (8%) as light yellow powder.